This data is from the Open Reaction Database (ORD), a public repository of structured organic reaction records. The task is: describe an organic reaction: reactants, conditions, products, and yield The reactants are BrC1=CN=C(C=C1C(=O)NC)N1CCN(CC1)C (5-bromo-N-methyl-2-(4-methyl-piperazin-1-yl)-isonicotinamide), C([O-])([O-])=O.[Na+].[Na+] (sodium carbonate), ClC1=C(C=CC=C1)B(O)O (o-chlorphenylboronic acid). Reagents/catalysts: C=1C=CC(=CC1)[P](C=2C=CC=CC2)(C=3C=CC=CC3)[Pd]([P](C=4C=CC=CC4)(C=5C=CC=CC5)C=6C=CC=CC6)([P](C=7C=CC=CC7)(C=8C=CC=CC8)C=9C=CC=CC9)[P](C=1C=CC=CC1)(C=1C=CC=CC1)C=1C=CC=CC1 (tetrakis(triphenylphosphine)palladium(0)). Run in C1(=CC=CC=C1)C (toluene), O (water). Run at temperature 80 celsius. Product: ClC1=C(C=CC=C1)C1=CN=C(C=C1C(=O)NC)N1CCN(CC1)C (5-(2-Chloro-phenyl)-N-methyl-2-(4-methyl-piperazin-1-yl)-isonicotinamide). Isolated yield 63.6%. As a reaction SMILES: Br[C:2]1[C:7]([C:8]([NH:10][CH3:11])=[O:9])=[CH:6][C:5]([N:12]2[CH2:17][CH2:16][N:15]([CH3:18])[CH2:14][CH2:13]2)=[N:4][CH:3]=1.C(=O)([O-])[O-].[Na+].[Na+].[Cl:25][C:26]1[CH:31]=[CH:30][CH:29]=[CH:28][C:27]=1B(O)O>C1(C)C=CC=CC=1.O.C1C=CC([P]([Pd]([P](C2C=CC=CC=2)(C2C=CC=CC=2)C2C=CC=CC=2)([P](C2C=CC=CC=2)(C2C=CC=CC=2)C2C=CC=CC=2)[P](C2C=CC=CC=2)(C2C=CC=CC=2)C2C=CC=CC=2)(C2C=CC=CC=2)C2C=CC=CC=2)=CC=1>[Cl:25][C:26]1[CH:31]=[CH:30][CH:29]=[CH:28][C:27]=1[C:2]1[C:7]([C:8]([NH:10][CH3:11])=[O:9])=[CH:6][C:5]([N:12]2[CH2:17][CH2:16][N:15]([CH3:18])[CH2:14][CH2:13]2)=[N:4][CH:3]=1 |f:1.2.3,^1:46,48,67,86|. Reported procedure: To a suspension of 1.20 g (3.83 mmol) 5-bromo-N-methyl-2-(4-methyl-piperazin-1-yl)-isonicotinamide in 15 ml toluene were added successively 0.135 g tetrakis(triphenylphosphine)palladium(0), 4 ml 2 M sodium carbonate solution in water and 0.72 g (4.6 mmol) o-chlorphenylboronic acid. The mixture was heated under argon at 80° C. for 18 h. The aqueous layer was separated and washed with toluene. The combined organic layers were washed with brine, dried (magnesium sulfate) and evaporated. Chromatogra... Reaction SMILES: C(O[C:6]([N:8]1[CH2:12][C:11](=[N:13][O:14][CH3:15])[CH2:10][C@H:9]1[C:16]([OH:18])=O)=[O:7])(C)(C)C.[CH3:19][C:20]1[CH:25]=[CH:24][CH:23]=[C:22]([CH3:26])[C:21]=1[C:27]1[CH:32]=[CH:31][C:30](C(O)=O)=[CH:29][CH:28]=1.[NH2:36][CH2:37][CH:38]([OH:49])[CH2:39][O:40][C:41]1[CH:46]=[CH:45][C:44]([O:47][CH3:48])=[CH:43][CH:42]=1>>[CH3:26][C:22]1[CH:23]=[CH:24][CH:25]=[C:20]([CH3:19])[C:21]=1[C:27]1[CH:28]=[CH:29][C:30]([C:6]([N:8]2[CH2:12][C:11](=[N:13][O:14][CH3:15])[CH2:10][C@H:9]2[C:16]([NH:36][CH2:37][CH:38]([OH:49])[CH2:39][O:40][C:41]2[CH:46]=[CH:45][C:44]([O:47][CH3:48])=[CH:43][CH:42]=2)=[O:18])=[O:7])=[CH:31][CH:32]=1. Starting materials: C(C)(C)(C)OC(=O)N1[C@@H](CC(C1)=NOC)C(=O)O ((2S,4EZ)-1-(tert-butoxycarbonyl)-4-(methoxyimino)-2-pyrrolidinecarboxylic acid), CC1=C(C(=CC=C1)C)C1=CC=C(C=C1)C(=O)O (2′,6′-dimethyl[1,1′-biphenyl]-4-carboxylic acid), NCC(COC1=CC=C(C=C1)OC)O ((2RS)-1-amino-3-(4-methoxyphenoxy)-2-propanol). Product: CC1=C(C(=CC=C1)C)C1=CC=C(C=C1)C(=O)N1[C@@H](CC(C1)=NOC)C(=O)NCC(COC1=CC=C(C=C1)OC)O ((2S,4EZ)-1-[(2′,6′-dimethyl[1,1′-biphenyl]-4-yl)carbonyl]-N-[(2RS)-2-hydroxy-3-(4-methoxyphenoxy)propyl]-4-(methoxyimino)-2-pyrrolidinecarboxamide). Reported procedure: Following the general method as outlined in Example 22, starting from (2S,4EZ)-1-(tert-butoxycarbonyl)-4-(methoxyimino)-2-pyrrolidinecarboxylic acid, 2′,6′-dimethyl[1,1′-biphenyl]-4-carboxylic acid, and (2RS)-1-amino-3-(4-methoxyphenoxy)-2-propanol, the title compound was obtained in 87% purity by HPLC. MS(ESI+): m/z=546. The reactants are C=O (formaldehyde), C(C1=CC=CC=C1)OC1=CC=C(OC2=CC3=C(NCCNS3(=O)=O)C=C2)C=C1 (8-[4-(benzyloxy)phenoxy]-2,3,4,5-tetrahydro-1,2,5-benzothiadiazepine 1,1-dioxide), Cl (HCl), CC1=C(C=C(C(=C1Br)O)Br)C2(C=3C=CC=CC3S(=O)(=O)O2)C=4C=C(C(=C(C4C)Br)O)Br (bromocresol green), C(#N)[BH3-].[Na+] (sodium cyanoborohydride), C(=O)(O)[O-].[Na+] (NaHCO3). Solvent: C(C)#N (acetonitrile), O (water), O1CCOCC1 (dioxane). Run at time 1 hour. Product: C(C1=CC=CC=C1)OC1=CC=C(OC2=CC3=C(N(CCNS3(=O)=O)C)C=C2)C=C1 (8-[4-(benzyloxy)phenoxy]-5-methyl-2,3,4,5-tetrahydro-1,2,5-benzothiadiazepine 1,1-dioxide). RXN SMILES: C=O.[CH2:3]([O:10][C:11]1[CH:30]=[CH:29][C:14]([O:15][C:16]2[CH:28]=[CH:27][C:19]3[NH:20][CH2:21][CH2:22][NH:23][S:24](=[O:26])(=[O:25])[C:18]=3[CH:17]=2)=[CH:13][CH:12]=1)[C:4]1[CH:9]=[CH:8][CH:7]=[CH:6][CH:5]=1.[CH3:31]C1C(Br)=C(O)C(Br)=CC=1C1(C2C=C(Br)C(O)=C(Br)C=2C)OS(=O)(=O)C2C=CC=CC1=2.C([BH3-])#N.[Na+].Cl.C([O-])(O)=O.[Na+]>C(#N)C.O1CCOCC1.O>[CH2:3]([O:10][C:11]1[CH:30]=[CH:29][C:14]([O:15][C:16]2[CH:28]=[CH:27][C:19]3[N:20]([CH3:31])[CH2:21][CH2:22][NH:23][S:24](=[O:26])(=[O:25])[C:18]=3[CH:17]=2)=[CH:13][CH:12]=1)[C:4]1[CH:5]=[CH:6][CH:7]=[CH:8][CH:9]=1 |f:3.4,6.7|. Reported procedure: Aqueous formaldehyde 37% (12.6 mmol) is added to a suspension of the product of Example 8 (2.52 mmol) in 10 ml of acetonitrile. The suspension is stirred for 1 hour at ambient temperature. A spatula tip of bromocresol green and sodium cyanoborohydride (7.56 mmol) are added in succession. The reaction mixture is brought to acid pH by adding 4N HCl solution in dioxane. The reaction mixture is stirred overnight at ambient temperature and is then neutralised by addition of 10% NaHCO3 solution. After... Starting materials: BrC1=NC=2N3C(=NC(=C3C(=NC2S1)C)C)CCC (2-Bromo-5,6-dimethyl-8-propyl-3-thia-1,4,7,8a-tetraaza-as-indacene), C[O-].[Na+] (sodium methoxide). Run in CO (methanol). Conditions: temperature 60 celsius, time 1 hour. The product is COC1=NC=2N3C(=NC(=C3C(=NC2S1)C)C)CCC (2-Methoxy-5,6-dimethyl-8-propyl-3-thia-1,4,7,8a-tetraaza-as-indacene). RXN SMILES: Br[C:2]1[S:13][C:12]2[N:11]=[C:10]([CH3:14])[C:9]3[N:5]([C:6]([CH2:16][CH2:17][CH3:18])=[N:7][C:8]=3[CH3:15])[C:4]=2[N:3]=1.[CH3:19][O-:20].[Na+]>CO>[CH3:19][O:20][C:2]1[S:13][C:12]2[N:11]=[C:10]([CH3:14])[C:9]3[N:5]([C:6]([CH2:16][CH2:17][CH3:18])=[N:7][C:8]=3[CH3:15])[C:4]=2[N:3]=1 |f:1.2|. Procedure: 2-Bromo-5,6-dimethyl-8-propyl-3-thia-1,4,7,8a-tetraaza-as-indacene was dissolved in 5 mL of methanol and sodium methoxide (4.98 mg, 0.092 mmol) was added. The resulting mixture was stirred at 60° C. for 1 h. LC-MS showed complete consumption of 2-bromo-5,6-dimethyl-8-propyl-3-thia-1,4,7,8a-tetraaza-as-indacene. After removal of the solvent under reduced pressure, 5 mL of water and 10 mL of EA were added. The organic layer was concentrated, crude product was purified by prep-HPLC to give 4 mg of ... Starting materials: ClCC#N (chloroacetonitrile), ClC1=C2C=CC(=NC2=C(C(=C1)Cl)O)C (5,7-dichloro-8-hydroxyquinaldine), [I-].[K+] (potassium iodide), C([O-])([O-])=O.[K+].[K+] (potassium carbonate). Run in CC(CC)=O (2-butanone), O (water), CC(CC)=O (2-butanone). The product is CC1=NC2=C(C(=CC(=C2C=C1)Cl)Cl)OCC#N (2-Methyl-5,7-dichloro-8-(cyanomethoxy)-quinoline). As a reaction SMILES: [Cl:1][C:2]1[CH:11]=[C:10]([Cl:12])[C:9]([OH:13])=[C:8]2[C:3]=1[CH:4]=[CH:5][C:6]([CH3:14])=[N:7]2.C(=O)([O-])[O-].[K+].[K+].[I-].[K+].Cl[CH2:24][C:25]#[N:26]>CC(=O)CC.O>[CH3:14][C:6]1[CH:5]=[CH:4][C:3]2[C:8](=[C:9]([O:13][CH2:24][C:25]#[N:26])[C:10]([Cl:12])=[CH:11][C:2]=2[Cl:1])[N:7]=1 |f:1.2.3,4.5|. Procedure details: 10.7 g of 5,7-dichloro-8-hydroxyquinaldine are dissolved at elevated temperature in 150 ml of 2-butanone; 10.4 g of potassium carbonate are then added portionwise, and the mixture is refluxed for one hour. After the addition of 1 g of potassium iodide, there are added dropwise, with stirring and refluxing, 7.1 g of chloroacetonitrile in 30 ml of 2-butanone, and the mixture is subsequently heated for 3 hours at an internal temperature of 75° C. To the resulting reaction mixture, after cooling to ... Starting materials: C(C)(C)(C)OC(NC1=C(C=C(C=C1)C1=C(C=CC=C1)F)NC(CC(C1=CC(=CC=C1)C1=CC=NC=C1)=O)=O)=O ({2′-fluoro-3-[3-oxo-3-(3-pyridin-4-yl-phenyl)-propionylamino]-biphenyl-4-yl}-carbamic acid tert-butyl ester), C(=O)(C(F)(F)F)O (TFA). Solvent: C(Cl)Cl (CH2Cl2). The product is FC1=C(C=CC=C1)C=1C=CC2=C(NC(CC(=N2)C2=CC(=CC=C2)C2=CC=NC=C2)=O)C1 (8-(2-Fluoro-phenyl)-4-(3-pyridin-4-yl-phenyl)-1,3-dihydro-benzo[b][1,4]diazepin-2-one), solid. As a reaction SMILES: C(OC(=O)[NH:7][C:8]1[CH:13]=[CH:12][C:11]([C:14]2[CH:19]=[CH:18][CH:17]=[CH:16][C:15]=2[F:20])=[CH:10][C:9]=1[NH:21][C:22](=[O:38])[CH2:23][C:24](=O)[C:25]1[CH:30]=[CH:29][CH:28]=[C:27]([C:31]2[CH:36]=[CH:35][N:34]=[CH:33][CH:32]=2)[CH:26]=1)(C)(C)C.C(O)(C(F)(F)F)=O>C(Cl)Cl>[F:20][C:15]1[CH:16]=[CH:17][CH:18]=[CH:19][C:14]=1[C:11]1[CH:12]=[CH:13][C:8]2[N:7]=[C:24]([C:25]3[CH:30]=[CH:29][CH:28]=[C:27]([C:31]4[CH:36]=[CH:35][N:34]=[CH:33][CH:32]=4)[CH:26]=3)[CH2:23][C:22](=[O:38])[NH:21][C:9]=2[CH:10]=1. Reported procedure: The title compound was prepared from {2′-fluoro-3-[3-oxo-3-(3-pyridin-4-yl-phenyl)-propionylamino]-biphenyl-4-yl}-carbamic acid tert-butyl ester (Example M18) by treatment with TFA in CH2Cl2 according to the general procedure N. Obtained as a light yellow solid (237 mg).